The task is: describe an organic reaction: reactants, conditions, products, and yield. This data is from the Open Reaction Database (ORD), a public repository of structured organic reaction records. Reactants: C([O-])(O)=O.[Na+] (sodium bicarbonate), ClC1=CC=C(N)C=C1 (4-Chloroaniline), F[B-](F)(F)F.[Li+] (lithium tetrafluoroborate), O1CCC1 (oxetane). The solvent is C(C)#N (acetonitrile). Run at time 52 hour. Product: ClC1=CC=C(C=C1)NCCCO (3-(4-chlorophenylamino)propan-1-ol). Yield: 67.9%. RXN SMILES: [Cl:1][C:2]1[CH:8]=[CH:7][C:5]([NH2:6])=[CH:4][CH:3]=1.F[B-](F)(F)F.[Li+].[O:15]1[CH2:18][CH2:17][CH2:16]1.C(=O)(O)[O-].[Na+]>C(#N)C>[Cl:1][C:2]1[CH:8]=[CH:7][C:5]([NH:6][CH2:18][CH2:17][CH2:16][OH:15])=[CH:4][CH:3]=1 |f:1.2,4.5|. Reported procedure: 4-Chloroaniline (4.39 g) and lithium tetrafluoroborate (3.32 g) were added to a solution of oxetane (1.00 g) in acetonitrile (20 mL) at room temperature, and the reaction solution was stirred at room temperature for 52 hours. A saturated sodium bicarbonate solution was added to the reaction solution, followed by extraction with chloroform. The resulting extract was dried over magnesium sulfate and then concentrated under reduced pressure. The residue was purified by silica gel column chromatogra... The reactants are FC(C=1C=C(CN)C=C(C1)C(F)(F)F)(F)F (3,5-bistrifluoromethylbenzylamine), Cl.CN(CCCN=C=NCC)C (1-(3-Dimethylaminopropyl)-3-ethylcarbodiimide hydrochloride), C([C@@H](O)C)(=O)O (L-(+)-lactic acid), ON1N=NC2=C1C=CC=C2 (1-hydroxybenzotriazole). Solvent: CN(C=O)C (dimethyl formamide), ClCCl (dichloromethane). Run at time 30 minute. The product is FC(C=1C=C(CNC([C@@H](O)C)=O)C=C(C1)C(F)(F)F)(F)F (L-(+)-Lactic Acid 3,5-bistrifluoromethylbenzyl amide). As a reaction SMILES: Cl.CN(C)CCCN=C=NCC.[C:13]([OH:18])(=O)[C@H:14]([CH3:16])[OH:15].ON1C2C=CC=CC=2N=N1.[F:29][C:30]([F:44])([F:43])[C:31]1[CH:32]=[C:33]([CH:36]=[C:37]([C:39]([F:42])([F:41])[F:40])[CH:38]=1)[CH2:34][NH2:35]>CN(C)C=O.ClCCl>[F:29][C:30]([F:43])([F:44])[C:31]1[CH:32]=[C:33]([CH:36]=[C:37]([C:39]([F:42])([F:40])[F:41])[CH:38]=1)[CH2:34][NH:35][C:13](=[O:18])[C@H:14]([CH3:16])[OH:15] |f:0.1|. Procedure: 1-(3-Dimethylaminopropyl)-3-ethylcarbodiimide hydrochloride (2.5 g) was added to a solution of L-(+)-lactic acid (1.17 g) and 1-hydroxybenzotriazole (1.99 g) in dimethyl formamide (15 ml) at 0° C. under a nitrogen atmosphere. After stirring for 30 mins, 3,5-bistrifluoromethylbenzylamine was added and the solution was stirred at room temperature for 16h. The solution was diluted with dichloromethane (150 ml) and washed with sodium bicarbonate solution, water and brine. After drying (Na2SO4) the s... The reactants are FC1=C(CN=[N+]=[N-])C(=CC=C1)F (2,6-difluorobenzyl azide). The solvent is O (water). Run at temperature 70 celsius, time 24 hour. Yields the product C(#N)C=1N=NN(C1)CC1=C(C=CC=C1F)F (4-Cyano-1-(2,6-difluorobenzyl)-1H-1,2,3-triazole). RXN SMILES: [F:1][C:2]1[CH:11]=[CH:10][CH:9]=[C:8]([F:12])[C:3]=1[CH2:4][N:5]=[N+:6]=[N-:7]>O>[C:4]([C:3]1[N:7]=[N:6][N:5]([CH2:4][C:3]2[C:2]([F:1])=[CH:11][CH:10]=[CH:9][C:8]=2[F:12])[CH:2]=1)#[N:5]. Reported procedure: A mixture of 2,6-difluorobenzyl azide (34.2 9), 2-chloroacrylonftrile (26.6 g) and water (125 ml) is stirred at about 70° C. for 24 hours. Excess 2-chloroacrylonitrile is distilled off by raising the external temperature to about 130° C. The mixture is cooled to about 95° C. and the product is crystallized by seeding. After cooling to about 40° C., the suspension is treated with cyclohexane (50 ml) and brought to about 20° C., and the product is isolated by filtration, washed with cyclohexane (7... Starting materials: C(=O)([O-])C(O)C(O)C(=O)[O-].[K+].[Na+] (sodium potassium tartrate), COC(=O)C1=CCC(C1)NC(C)=O ((±)-Methyl-4-acetamido-1-cyclopentene-1-carboxylate), C1(=CC=CC=C1)C (toluene), [H-].C(C(C)C)[Al+]CC(C)C (diisobutylaluminum hydride), C1(=CC=CC=C1)C (toluene). The solvent is CO (methanol), CO (methanol), O (water). Reaction conditions: temperature -70 celsius, time 40 minute. The product is C(C)(=O)NC1CC=C(C1)CO ((±)-4-Acetamido-1-cyclopentene methanol). Reaction SMILES: C[O:2][C:3]([C:5]1[CH2:9][CH:8]([NH:10][C:11](=[O:13])[CH3:12])[CH2:7][CH:6]=1)=O.C1(C)C=CC=CC=1.[H-].C([Al+]CC(C)C)C(C)C.C(C(C(C([O-])=O)O)O)([O-])=O.[K+].[Na+]>O.CO>[C:11]([NH:10][CH:8]1[CH2:9][C:5]([CH2:3][OH:2])=[CH:6][CH2:7]1)(=[O:13])[CH3:12] |f:2.3,4.5.6|. Procedure: (±)-Methyl-4-acetamido-1-cyclopentene-1-carboxylate (3.66 g, 20.0 mmol) was dried by evaporation of toluene giving a solution with a final volume of 50 mL. This solution was cooled to -70° C. under nitrogen. A solution of diisobutylaluminum hydride in toluene (1.5 M, 42 mL, 63 mmol) was added dropwise over 2 hours. The resulting hazy solution was stirred at -70° C. for an additional 40 minutes. Cold methanol (5 mL) was added dropwise, followed by a solution of sodium potassium tartrate (11.29 g)... The reactants are ice, [Cl-].[Li+] (lithium chloride), [N-]=[N+]=[N-].[Na+] (sodium azide), C(#N)C1=CC=C(C=O)C=C1 (4-cyano-benzaldehyde). Solvent: COC(C)O (methoxyethanol). Conditions: time 6 hour. The product is N1N=NN=C1C1=CC=C(C=O)C=C1 (4-(Tetrazol-5-yl)-benzaldehyde). As a reaction SMILES: [Cl-].[Li+].[N-:3]=[N+:4]=[N-:5].[Na+].[C:7]([C:9]1[CH:16]=[CH:15][C:12]([CH:13]=[O:14])=[CH:11][CH:10]=1)#[N:8]>COC(O)C>[NH:3]1[C:7]([C:9]2[CH:16]=[CH:15][C:12]([CH:13]=[O:14])=[CH:11][CH:10]=2)=[N:8][N:5]=[N:4]1 |f:0.1,2.3|. Reported procedure: 20.0 g (0.47 mol) of lithium chloride and 20.5 g (0.315 mol) of sodium azide are added to 41.2 g (0.315 mol) of 4-cyano-benzaldehyde (Fluka, Buchs, Switzerland) in 310 ml of methoxyethanol (Fluka, Buchs, Switzerland) and the mixture is heated at boiling for 6 hours (argon atmosphere). The cooled reaction mixture is poured into 1 liter of ice/37% HCl 10:1 and stirred thoroughly to complete the reaction. Filtration and washing with water yield the title compound: m.p.: 180-182° C.; 1H-NMR (DMSO-d6...